describe an organic reaction: reactants, conditions, products, and yield From a dataset of the Open Reaction Database (ORD), a public repository of structured organic reaction records. The reactants are NC1=C(C=C(C(=C1)F)SCC1=CC=CC=C1)/C=C/C(=O)OCC ((E)-ethyl 3-(2-amino-5-(benzylthio)-4-fluorophenyl)acrylate), BrC1=C(C=C(C(=C1)OC)I)Cl (1-bromo-2-chloro-4-iodo-5-methoxybenzene), C([O-])([O-])=O.[Cs+].[Cs+] (cesium carbonate), C1(=CC=CC=C1)C (toluene). The reagents and catalysts are C=1C=CC(=CC1)/C=C/C(=O)/C=C/C2=CC=CC=C2.C=1C=CC(=CC1)/C=C/C(=O)/C=C/C2=CC=CC=C2.C=1C=CC(=CC1)/C=C/C(=O)/C=C/C2=CC=CC=C2.[Pd].[Pd] (Pd2(dba)3), CC1(C2=C(C(=CC=C2)P(C3=CC=CC=C3)C4=CC=CC=C4)OC5=C(C=CC=C51)P(C6=CC=CC=C6)C7=CC=CC=C7)C (xantphos). Run in 2-PrOH, CCOC(=O)C (EtOAc). Conditions: time 8 hour. Yields the product C(C1=CC=CC=C1)SC=1C(=CC(=C(C1)/C=C/C(=O)OCC)NC1=C(C=C(C(=C1)Cl)Br)OC)F ((E)-ethyl 3-(5-(benzylthio)-2-((4-bromo-5-chloro-2-methoxyphenyl)amino)-4-fluorophenyl)acrylate). Yield: 67.7%. As a reaction SMILES: [NH2:1][C:2]1[CH:7]=[C:6]([F:8])[C:5]([S:9][CH2:10][C:11]2[CH:16]=[CH:15][CH:14]=[CH:13][CH:12]=2)=[CH:4][C:3]=1/[CH:17]=[CH:18]/[C:19]([O:21][CH2:22][CH3:23])=[O:20].[Br:24][C:25]1[CH:30]=[C:29]([O:31][CH3:32])[C:28](I)=[CH:27][C:26]=1[Cl:34].C(=O)([O-])[O-].[Cs+].[Cs+].C1(C)C=CC=CC=1>CCOC(C)=O.C1C=CC(/C=C/C(/C=C/C2C=CC=CC=2)=O)=CC=1.C1C=CC(/C=C/C(/C=C/C2C=CC=CC=2)=O)=CC=1.C1C=CC(/C=C/C(/C=C/C2C=CC=CC=2)=O)=CC=1.[Pd].[Pd].CC1(C)C2C(=C(P(C3C=CC=CC=3)C3C=CC=CC=3)C=CC=2)OC2C(P(C3C=CC=CC=3)C3C=CC=CC=3)=CC=CC1=2>[CH2:10]([S:9][C:5]1[C:6]([F:8])=[CH:7][C:2]([NH:1][C:28]2[CH:27]=[C:26]([Cl:34])[C:25]([Br:24])=[CH:30][C:29]=2[O:31][CH3:32])=[C:3](/[CH:17]=[CH:18]/[C:19]([O:21][CH2:22][CH3:23])=[O:20])[CH:4]=1)[C:11]1[CH:16]=[CH:15][CH:14]=[CH:13][CH:12]=1 |f:2.3.4,7.8.9.10.11|. Reported procedure: A RBF was charged with (E)-ethyl 3-(2-amino-5-(benzylthio)-4-fluorophenyl)acrylate (1.60 g, 4.83 mmol), 1-bromo-2-chloro-4-iodo-5-methoxybenzene (2.013 g, 5.79 mmol), xantphos (0.140 g, 0.241 mmol), Pd2(dba)3 (0.111 g, 0.121 mmol), cesium carbonate (2.360 g, 7.24 mmol) and toluene (7.98 ml). The flask was kept under Argon, a reflux condenser was attached and the flask was lowered into a 110° C. heating bath and heated for 4 hours. The mixture was cooled to RT, diluted with EtOAc, and filtered th... RXN SMILES: [Br:22][c:23]1[cH:24][cH:25][c:26](=[O:29])[nH:27][cH:28]1.[OH:1][CH2:2][CH2:3][N:4]([c:5]1[cH:6][c:7]([C:13]([F:14])([F:15])[F:16])[c:8]([C:9]#[N:10])[cH:11][cH:12]1)[CH2:17][C:18]([F:19])([F:20])[F:21]>>[O:1]([CH2:2][CH2:3][N:4]([c:5]1[cH:6][c:7]([C:13]([F:14])([F:15])[F:16])[c:8]([C:9]#[N:10])[cH:11][cH:12]1)[CH2:17][C:18]([F:19])([F:20])[F:21])[c:26]1[cH:25][cH:24][c:23]([Br:22])[cH:28][n:27]1. The reactants are O=c1ccc(Br)c[nH]1, N#Cc1ccc(N(CCO)CC(F)(F)F)cc1C(F)(F)F. Product: N#Cc1ccc(N(CCOc2ccc(Br)cn2)CC(F)(F)F)cc1C(F)(F)F.